From a dataset of the Open Reaction Database (ORD), a public repository of structured organic reaction records. describe an organic reaction: reactants, conditions, products, and yield The reactants are 12.9, CN1C(=CC=C1)C(CC#N)=O (1-methyl-β-oxo-2-pyrrolpropionitrile), C1(=CC=CC=C1)N=C=O (phenylisocyanate). The solvent is C1(=CC=CC=C1)C (toluene), C(C)N(CC)CC (triethylamine). Conditions: time 8 hour. The product is CN1C(=CC=C1)C(C(C#N)C(NC1=CC=CC=C1)=O)=O (1-methyl-β-oxo-α-phenylcarbamoyl-2-pyrrol-propionitrile). Reaction SMILES: [CH3:1][N:2]1[CH:6]=[CH:5][CH:4]=[C:3]1[C:7](=[O:11])[CH2:8][C:9]#[N:10].[C:12]1([N:18]=[C:19]=[O:20])[CH:17]=[CH:16][CH:15]=[CH:14][CH:13]=1>C1(C)C=CC=CC=1.C(N(CC)CC)C>[CH3:1][N:2]1[CH:6]=[CH:5][CH:4]=[C:3]1[C:7](=[O:11])[CH:8]([C:19](=[O:20])[NH:18][C:12]1[CH:17]=[CH:16][CH:15]=[CH:14][CH:13]=1)[C:9]#[N:10]. Procedure details: To the suspension of 12.9 of 1-methyl-β-oxo-2-pyrrolpropionitrile in 150 ml of dry toluene and 10.1 g of anhydrous triethylamine, 10.7 g of phenylisocyanate are added while stirring. After all solids are dissolved, the dark red solution is allowed to stand 30 minutes at room temperature, 5 minutes on the steam cone and at room temperature overnight. The mixture is evaporated on the steam cone, the residue taken up in methanol and the solution poured into the mixture of 25 ml of 5 N hydrochloric ... Starting materials: OC1=CC=NN1C1=NC=CC(=C1)C#N (2-(5-hydroxy-1H-pyrazol-1-yl)pyridine-4-carbonitrile), ClC1=C(C=CC(=C1)CC)CO ((2-chloro-4-ethylphenyl)methanol). The product is ClC1=C(C=CC(=C1)CC)COC1=CC=NN1C1=NC=CC(=C1)C#N (2-[5-[(2-chloro-4-ethylphenyl)methoxy]pyrazol-1-yl]pyridine-4-carbonitrile). As a reaction SMILES: [OH:1][C:2]1[N:6]([C:7]2[CH:12]=[C:11]([C:13]#[N:14])[CH:10]=[CH:9][N:8]=2)[N:5]=[CH:4][CH:3]=1.[Cl:15][C:16]1[CH:21]=[C:20]([CH2:22][CH3:23])[CH:19]=[CH:18][C:17]=1[CH2:24]O>>[Cl:15][C:16]1[CH:21]=[C:20]([CH2:22][CH3:23])[CH:19]=[CH:18][C:17]=1[CH2:24][O:1][C:2]1[N:6]([C:7]2[CH:12]=[C:11]([C:13]#[N:14])[CH:10]=[CH:9][N:8]=2)[N:5]=[CH:4][CH:3]=1. Procedure: The title compound was prepared from 2-(5-hydroxy-1H-pyrazol-1-yl)pyridine-4-carbonitrile and (2-chloro-4-ethylphenyl)methanol according to the procedure for the preparation of Example 39, part C. 1H NMR (400 MHz, CDCl3): δ 1.24 (3H, t, J=7.6 Hz), 2.65 (2H, q, J=7.6 Hz), 5.30 (2H, s), 5.80 (1H, d, J=2.0 Hz), 7.12-7.14 (1H, m), 7.26 (1H, s), 7.39 (1H, dd, J=1.6 Hz, 4.8 Hz), 7.43 (1H, d, J=8.0 Hz), 7.58 (1H, d, J=2.0 Hz), 8.06 (1H, s), 8.71 (1H, d, J=4.4 Hz). [M+H] Calc'd for C18H15ClN4O, 339. Fou... The reactants are CC(C)([O-])C.[K+] (Potassium tert-butoxide), C1(=CC=CC=C1)S(=O)(=O)C1C(NC2(C1)C(N(CC2)C)=O)C2=NC(=CC(=C2)C2=CC=C(C=C2)C(F)(F)F)C (3-(benzene-sulfonyl)-7-methyl-2-[6-methyl-4-[4-(trifluoromethyl)phenyl]-2-pyridyl]-1,7-diazaspiro[4.4]nonan-6-one), C(C)(=O)O (Acetic acid). The solvent is C1CCOC1 (THF). Conditions: temperature 0 celsius, time 1 hour. Product: CN1C(C2(CCC(=N2)C2=NC(=CC(=C2)C2=CC=C(C=C2)C(F)(F)F)C)CC1)=O (7-methyl-2-[6-methyl-4-[4-(trifluoromethyl)phenyl]-2-pyridyl]-1,7-diazaspiro[4.4]non-1-en-6-one). Yield: 78.8%. RXN SMILES: CC(C)([O-])C.[K+].C1(S([CH:16]2[CH2:20][C:19]3([CH2:24][CH2:23][N:22]([CH3:25])[C:21]3=[O:26])[NH:18][CH:17]2[C:27]2[CH:32]=[C:31]([C:33]3[CH:38]=[CH:37][C:36]([C:39]([F:42])([F:41])[F:40])=[CH:35][CH:34]=3)[CH:30]=[C:29]([CH3:43])[N:28]=2)(=O)=O)C=CC=CC=1.C(O)(=O)C>C1COCC1>[CH3:25][N:22]1[CH2:23][CH2:24][C:19]2([N:18]=[C:17]([C:27]3[CH:32]=[C:31]([C:33]4[CH:34]=[CH:35][C:36]([C:39]([F:42])([F:41])[F:40])=[CH:37][CH:38]=4)[CH:30]=[C:29]([CH3:43])[N:28]=3)[CH2:16][CH2:20]2)[C:21]1=[O:26] |f:0.1|. Procedure details: Potassium tert-butoxide (2.22 mL, 3.78 mmol) was added dropwise to a solution of 3-(benzene-sulfonyl)-7-methyl-2-[6-methyl-4-[4-(trifluoromethyl)phenyl]-2-pyridyl]-1,7-diazaspiro[4.4]nonan-6-one (which may be prepared as described in Description 16) (1 g, 1.89 mmol) in THF (20 mL) at 00° C. under N2 and the reaction was stirred at 0° C. for 1 hour. Acetic acid (0.22 mL, 3.78 mmol) was added and the reaction was stirred for 5 minutes. The solid was filtered off and the solvent was evaporated to a... The reactants are N1N=CC2=CC(=CC=C12)C(C(C(=O)O)C)C1=CC=CC=C1 (3-(1H-indazol-5-yl)-2-methyl-3-phenylpropanoic acid), S1C(=NN=C1)N (1,3,4-thiadiazol-2-amine). The product is N1N=CC2=CC(=CC=C12)C(C(C(=O)NC=1SC=NN1)C1=CC=CC=C1)C1=CC=CC=C1 (3-(1H-Indazol-5-yl)-2,3-diphenyl-N-(1,3,4-thiadiazol-2-yl)propanamide). As a reaction SMILES: [NH:1]1[C:9]2[C:4](=[CH:5][C:6]([CH:10]([C:16]3[CH:21]=[CH:20][CH:19]=[CH:18][CH:17]=3)[CH:11]([CH3:15])[C:12]([OH:14])=O)=[CH:7][CH:8]=2)[CH:3]=[N:2]1.[S:22]1[CH:26]=[N:25][N:24]=[C:23]1[NH2:27]>>[NH:1]1[C:9]2[C:4](=[CH:5][C:6]([CH:10]([C:16]3[CH:17]=[CH:18][CH:19]=[CH:20][CH:21]=3)[CH:11]([C:15]3[CH:8]=[CH:9][CH:4]=[CH:5][CH:6]=3)[C:12]([NH:27][C:23]3[S:22][CH:26]=[N:25][N:24]=3)=[O:14])=[CH:7][CH:8]=2)[CH:3]=[N:2]1. Reported procedure: Example 152 was prepared from 3-(1H-indazol-5-yl)-2-methyl-3-phenylpropanoic acid (10 and 30 mg, 0.03 and 0.88 mmol) and 1,3,4-thiadiazol-2-amine using General Coupling Method A to give 4 mg (% yield) and 6 mg of the respective diastereomers. MS found: (M+H)+=426. NMR(CDCl3) δ 8.8 (s, 1H); 7.97-8.01 (d, 1H); 7.60 (s, 1H) 7.0-7.59 (m, 12H); 4.85 (d, 1H); 4.56 (d, 1H). Starting materials: Cc1ccc(S(=O)(=O)Nc2ccc(C#N)cc2Cl)cc1, [H-], [Na+], CN(C)C=O, O, CCOS(=O)(=O)OCC. Yields the product CCN(c1ccc(C#N)cc1Cl)S(=O)(=O)c1ccc(C)cc1. Reaction SMILES: [Cl:3][c:4]1[c:5]([NH:6][S:7](=[O:8])(=[O:9])[c:10]2[cH:11][cH:12][c:13]([CH3:16])[cH:14][cH:15]2)[cH:17][cH:18][c:19]([C:21]#[N:22])[cH:20]1.[H-:1].[Na+:2].[O:33]=[CH:34][N:35]([CH3:36])[CH3:37].[OH2:32].[S:23]([O:24][CH2:25][CH3:26])([O:29][CH2:27][CH3:28])(=[O:30])=[O:31]>>[Cl:3][c:4]1[c:5]([N:6]([S:7](=[O:8])(=[O:9])[c:10]2[cH:11][cH:12][c:13]([CH3:16])[cH:14][cH:15]2)[CH2:27][CH3:28])[cH:17][cH:18][c:19]([C:21]#[N:22])[cH:20]1. The reactants are S(=O)(=O)(OC[C@H]1CN([C@@H]2CC3=CNC4=CC=CC([C@H]2C1)=C34)C)C3=CC=C(C)C=C3 (6-methylergolin-8β-ylmethyl tosylate), CN1C(NC(C1)=O)=O (1-methylimidazolidin-2,4-dione), C([O-])([O-])=O.[K+].[K+] (potassium carbonate), C(C)C(=O)C (methyl ethyl ketone). The solvent is CN(C=O)C (dimethylformamide). Yields the product CN1C(N(C(C1)=O)C[C@H]1CN([C@@H]2CC3=CNC4=CC=CC([C@H]2C1)=C34)C)=O (1-Methyl-3-(6-methylergolin-8β-ylmethyl)imidazolidin-2,4-dione). The yield is 69.9%. RXN SMILES: S(C1C=CC(C)=CC=1)(O[CH2:5][C@@H:6]1[CH2:20][C@H:19]2[C@@H:9]([CH2:10][C:11]3[C:21]4[C:14](=[CH:15][CH:16]=[CH:17][C:18]2=4)[NH:13][CH:12]=3)[N:8]([CH3:22])[CH2:7]1)(=O)=O.[CH3:30][N:31]1[CH2:35][C:34](=[O:36])[NH:33][C:32]1=[O:37].C(=O)([O-])[O-].[K+].[K+].C(C(C)=O)C>CN(C)C=O>[CH3:30][N:31]1[CH2:35][C:34](=[O:36])[N:33]([CH2:5][C@@H:6]2[CH2:20][C@H:19]3[C@@H:9]([CH2:10][C:11]4[C:21]5[C:14](=[CH:15][CH:16]=[CH:17][C:18]3=5)[NH:13][CH:12]=4)[N:8]([CH3:22])[CH2:7]2)[C:32]1=[O:37] |f:2.3.4|. Procedure details: A mixture of 0.5 g of 6-methylergolin-8β-ylmethyl tosylate, 1.0 g of 1-methylimidazolidin-2,4-dione, 1.0 g of potassium carbonate, 10 ml of methyl ethyl ketone and 10 ml of dimethylformamide was refluxed for 4 hours with stirring, and the solvent was distilled off under reduced pressure. Water was added to the residue, and the mixture was extracted with dichloromethane. The organic layer was washed with water, dried over magnesium sulfate, and the solvent was distilled off. The residue (which wa...